This data is from the Open Reaction Database (ORD), a public repository of structured organic reaction records. The task is: describe an organic reaction: reactants, conditions, products, and yield Reactants: I(=O)(=O)(=O)[O-].[Na+] (sodium metaperiodate), C(C=C)(=O)NCC=1C(=C(C(=C(C(=O)NOCCO[Si](C)(C)C(C)(C)C)C1)NC1=C(C=C(C=C1)I)F)F)F (5-(acryloylamino-methyl)-N-[2-(tert-butyl-dimethyl-silanyloxy)-ethoxy]-3,4-difluoro-2-(2-fluoro-4-iodo-phenylamino)-benzamide). Reagents/catalysts: [Os](=O)(=O)(=O)=O (osmium tetroxide). The solvent is O1CCCC1 (tetrahydrofuran), O (water). Reaction conditions: time 3 hour. Product: C(C)(C)(C)[Si](OCCONC(C1=C(C(=C(C(=C1)CNC(C=O)=O)F)F)NC1=C(C=C(C=C1)I)F)=O)(C)C (N-[2-(tert-butyl-dimethyl-silanyloxy)-ethoxy]-3,4-difluoro-2-(2-fluoro-4-iodo-phenylamino)-5-[(2-oxo-acetylamino)-methyl]-benzamide). Reaction SMILES: I([O-])(=O)(=O)=[O:2].[Na+].[C:7]([NH:11][CH2:12][C:13]1[C:14]([F:43])=[C:15]([F:42])[C:16]([NH:33][C:34]2[CH:39]=[CH:38][C:37]([I:40])=[CH:36][C:35]=2[F:41])=[C:17]([CH:32]=1)[C:18]([NH:20][O:21][CH2:22][CH2:23][O:24][Si:25]([C:28]([CH3:31])([CH3:30])[CH3:29])([CH3:27])[CH3:26])=[O:19])(=[O:10])[CH:8]=C>O1CCCC1.O.[Os](=O)(=O)(=O)=O>[C:28]([Si:25]([CH3:27])([CH3:26])[O:24][CH2:23][CH2:22][O:21][NH:20][C:18](=[O:19])[C:17]1[CH:32]=[C:13]([CH2:12][NH:11][C:7](=[O:10])[CH:8]=[O:2])[C:14]([F:43])=[C:15]([F:42])[C:16]=1[NH:33][C:34]1[CH:39]=[CH:38][C:37]([I:40])=[CH:36][C:35]=1[F:41])([CH3:31])([CH3:29])[CH3:30] |f:0.1|. Procedure: Aqueous osmium tetroxide (4%, 0.1 mL) and sodium metaperiodate (12 mg, 0.056 mmol) were added to a solution of 5-(acryloylamino-methyl)-N-[2-(tert-butyl-dimethyl-silanyloxy)-ethoxy]-3,4-difluoro-2-(2-fluoro-4-iodo-phenylamino)-benzamide (7.3 mg, 0.011 mmol) obtained in Step B in tetrahydrofuran (4 mL) and water (1 mL). The mixture was stirred for 3 hours. After the disappearance of the starting material was confirmed by LC/MS, the reaction mixture was extracted with ethyl acetate. The organic la...